This data is from the Open Reaction Database (ORD), a public repository of structured organic reaction records. The task is: describe an organic reaction: reactants, conditions, products, and yield Reactants: C(C)(C)(C)OC(=O)N1C[C@H](OCC1)CC1=CC(=C(C=C1)OC)C=C ((R)-2-(4-methoxy-3-vinyl-benzyl)-morpholine-4-carboxylic acid tert-butyl ester), FC(C(=O)O)(F)F (trifluoroacetic acid), ICI (diiodomethane), C(C)[Zn]CC (diethyl zinc). The solvent is ClCCl (dichloromethane), ClCCl (dichloromethane), ClCCl (dichloromethane), ClCCl (dichloromethane). Conditions: time 20 minute. The product is C1(CC1)C=1C=C(C[C@@H]2CNCCO2)C=CC1OC ((R)-2-(3-Cyclopropyl-4-methoxy-benzyl)-morpholine). Isolated yield 26.0%. RXN SMILES: [CH2:1]([Zn]CC)C.FC(F)(F)C(O)=O.ICI.C(OC([N:23]1[CH2:28][CH2:27][O:26][C@H:25]([CH2:29][C:30]2[CH:35]=[CH:34][C:33]([O:36][CH3:37])=[C:32]([CH:38]=[CH2:39])[CH:31]=2)[CH2:24]1)=O)(C)(C)C>ClCCl>[CH:38]1([C:32]2[CH:31]=[C:30]([CH:35]=[CH:34][C:33]=2[O:36][CH3:37])[CH2:29][C@H:25]2[O:26][CH2:27][CH2:28][NH:23][CH2:24]2)[CH2:39][CH2:1]1. Reported procedure: The solution of 0.98 mL (1.1 mmol; 1.1M solution in toluene) diethyl zinc in 2 mL dichloromethane was cooled down to 0° C. Then 0.8 mL trifluoroacetic acid in 2 mL dichloromethane and after 25 min. a solution of 0.29 g diiodomethane in 2 mL dichloromethane was added. After another 20 min. 0.18 g (0.54 mmol) (R)-2-(4-methoxy-3-vinyl-benzyl)-morpholine-4-carboxylic acid tert-butyl ester dissolved in 2 mL dichloromethane was added. The ice bath was removed and after 45 min. stirring at room tempera... The reactants are O.C1(=CC=C(C=C1)S(=O)(=O)O)C (p-toluenesulfonic acid, monohydrate), C([O-])([O-])=O.[K+].[K+] (potassium carbonate), CI (methyl iodide), CN(C=O)C (dimethylformamide). The reagents and catalysts are [OH-].[OH-].[Pd+2] (palladium hydroxide on carbon). Reaction conditions: time 2 hour. Product: C(=O)(OCC1=CC=CC=C1)N1[C@@H](CCC2=CC=CC=C12)C(=O)O ((S)-N-Carbobenzyloxy-1,2,3,4-tetra-hydroquinoline-2-carboxylic acid), S(=O)(=O)(O)C1=CC=C(C)C=C1.N1C(CCC2=CC=CC=C12)C(=O)OC (1,2,3,4-Tetrahydroquinoline-2-carboxylic acid, methyl ester, tosylate salt). RXN SMILES: [C:1](=[O:4])([O-])[O-:2].[K+].[K+].[CH3:7]I.[OH2:9].[C:10]1([CH3:20])[CH:15]=[CH:14][C:13]([S:16]([OH:19])(=[O:18])=[O:17])=[CH:12][CH:11]=1.[CH3:21][N:22]([CH3:25])[CH:23]=[O:24]>[OH-].[OH-].[Pd+2]>[C:23]([N:22]1[C:25]2[C:13](=[CH:12][CH:11]=[CH:10][CH:20]=2)[CH2:14][CH2:15][C@H:21]1[C:1]([OH:2])=[O:4])([O:9][CH2:20][C:10]1[CH:15]=[CH:14][CH:13]=[CH:12][CH:11]=1)=[O:24].[S:16]([C:13]1[CH:14]=[CH:15][C:10]([CH3:20])=[CH:11][CH:12]=1)([OH:19])(=[O:18])=[O:17].[NH:22]1[C:25]2[C:11](=[CH:12][CH:13]=[CH:14][CH:15]=2)[CH2:10][CH2:20][CH:21]1[C:1]([O:2][CH3:7])=[O:4] |f:0.1.2,4.5,7.8.9,11.12|. Procedure: (S)-N-Carbobenzyloxy-1,2,3,4-tetra-hydroquinoline-2-carboxylic acid was prepared as described in U.S. Pat. No. 4,461,896. To a solution of this acid (18.743 g., 60.3 mmole) in dry dimethylformamide (70 ml.) at room temperature under argon was added powdered potassium carbonate (10.5 g., 76 mmole) and methyl iodide (5.6 ml., 12.8 g., 90.0 mmole). After stirring for 2 hours, the mixture was partitioned between ethyl acetate (200 ml.) and 5% potassium bisulfate (200 ml.). The organic phase was wash... The reactants are C1CCNCC1, COC(=O)C=Cc1ccc2c(c1)nc(CNC(=O)OCC1c3ccccc3-c3ccccc31)n2C, ClCCl. Yields the product COC(=O)C=Cc1ccc2c(c1)nc(CN)n2C. RXN SMILES: [CH2:36]1[CH2:37][CH2:38][NH:39][CH2:40][CH2:41]1.[CH3:1][O:2][C:3]([CH:4]=[CH:5][c:6]1[cH:7][c:8]2[c:9]([n:10]([CH3:32])[c:11]([CH2:13][NH:14][C:15]([O:16][CH2:17][CH:18]3[c:19]4[c:20]([cH:21][cH:22][cH:23][cH:24]4)-[c:25]4[c:26]3[cH:27][cH:28][cH:29][cH:30]4)=[O:31])[n:12]2)[cH:33][cH:34]1)=[O:35].[Cl:42][CH2:43][Cl:44]>>[CH3:1][O:2][C:3]([CH:4]=[CH:5][c:6]1[cH:7][c:8]2[c:9]([n:10]([CH3:32])[c:11]([CH2:13][NH2:14])[n:12]2)[cH:33][cH:34]1)=[O:35]. The reactants are OC1(C(CCC1)CC1=CC(=CC=C1)OC)C=1OC(=C(N1)C1=CC=CC=C1)C1=CC=CC=C1 (1-hydroxy-1-(4,5-diphenyloxazol-2-yl)-2-(3-methoxybenzyl)cyclopentane), S(=O)(=O)(O)[O-].[K+] (potassium hydrogensulfate). Solvent: C1(=CC=CC=C1)C (toluene). Run at time 1 hour. The product is C1(=CC=CC=C1)C=1N=C(OC1C1=CC=CC=C1)C1=CCCC1CC1=CC(=CC=C1)OC (1-(4,5-diphenyloxazol-2-yl)-5-(3-methoxybenzyl)-cyclopentene). Yield: 104.4%. RXN SMILES: O[C:2]1([C:16]2[O:17][C:18]([C:27]3[CH:32]=[CH:31][CH:30]=[CH:29][CH:28]=3)=[C:19]([C:21]3[CH:26]=[CH:25][CH:24]=[CH:23][CH:22]=3)[N:20]=2)[CH2:6][CH2:5][CH2:4][CH:3]1[CH2:7][C:8]1[CH:13]=[CH:12][CH:11]=[C:10]([O:14][CH3:15])[CH:9]=1.S([O-])(O)(=O)=O.[K+]>C1(C)C=CC=CC=1>[C:21]1([C:19]2[N:20]=[C:16]([C:2]3[CH:3]([CH2:7][C:8]4[CH:13]=[CH:12][CH:11]=[C:10]([O:14][CH3:15])[CH:9]=4)[CH2:4][CH2:5][CH:6]=3)[O:17][C:18]=2[C:27]2[CH:32]=[CH:31][CH:30]=[CH:29][CH:28]=2)[CH:22]=[CH:23][CH:24]=[CH:25][CH:26]=1 |f:1.2|. Reported procedure: To a solution of 1-hydroxy-1-(4,5-diphenyloxazol-2-yl)-2-(3-methoxybenzyl)cyclopentane (8.0 g) in toluene (160 ml) was added potassium hydrogensulfate (2.6 g), and the solution was stirred for 1 hour under reflux. After being cooled, the solution was washed with water, saturated sodium bicarbonate aqueous solution and brine and evaporated in vacuo. The oily residue was chromatographed on silica gel to afford a mixture (8.0 g) of 1-(4,5-diphenyloxazol-2-yl)-5-(3-methoxybenzyl)-cyclopentene and 1-... Starting materials: NC1=C(C=CC=C1)NC(=O)NC1=C(C=CC=C1Cl)C(F)(F)F (1-(2-aminophenyl)-3-(6-chloro-2-trifluoromethylphenyl)urea). Run in O=P(Cl)(Cl)Cl (POCl3). Yields the product Cl.FC(C1=C(C(=CC=C1)Cl)NC=1NC2=C(N1)C=CC=C2)(F)F (2-(2-Trifluoromethyl-6-chlorophenylamino)benzimidazole hydrochloride). Reaction SMILES: [NH2:1][C:2]1[CH:7]=[CH:6][CH:5]=[CH:4][C:3]=1[NH:8][C:9]([NH:11][C:12]1[C:17]([Cl:18])=[CH:16][CH:15]=[CH:14][C:13]=1[C:19]([F:22])([F:21])[F:20])=O>O=P(Cl)(Cl)Cl>[ClH:18].[F:20][C:19]([F:22])([F:21])[C:13]1[CH:14]=[CH:15][CH:16]=[C:17]([Cl:18])[C:12]=1[NH:11][C:9]1[NH:1][C:2]2[CH:7]=[CH:6][CH:5]=[CH:4][C:3]=2[N:8]=1 |f:2.3|. Procedure: 0.8 g of 1-(2-aminophenyl)-3-(6-chloro-2-trifluoromethylphenyl)urea was heated under reflux conditions for 5 hours in 10 ml of POCl3, a clear solution resulting. After distilling off the phosphorus oxychloride under reduced pressure, the oily residue was treated with water, slow crystallization taking place. The crystals were filtered off and chromatographed on silica gel using a mixture of 10 parts of dichloromethane and 1 part of methanol. After distilling off the solvent, the residue was diss... Reactants: FC(C1=NC(=C2N1CCNC2)C(=O)[O-])(F)F (3-(trifluoromethyl)-5,6,7,8-tetrahydroimidazo[1,5-a]pyrazine-1-carboxylate), CN (methylamine). Run at temperature 60 celsius, time 6 hour. The product is CNC(=O)C=1N=C(N2C1CNCC2)C(F)(F)F (N-methyl-3-(trifluoromethyl)-5,6,7,8-tetrahydro imidazo[1,5-a]pyrazine-1-carboxamide). RXN SMILES: [F:1][C:2]([F:16])([F:15])[C:3]1[N:7]2[CH2:8][CH2:9][NH:10][CH2:11][C:6]2=[C:5]([C:12]([O-:14])=O)[N:4]=1.[CH3:17][NH2:18]>>[CH3:17][NH:18][C:12]([C:5]1[N:4]=[C:3]([C:2]([F:1])([F:16])[F:15])[N:7]2[CH2:8][CH2:9][NH:10][CH2:11][C:6]=12)=[O:14]. Procedure: Methyl 3-(trifluoromethyl)-5,6,7,8-tetrahydroimidazo[1,5-a]pyrazine-1-carboxylate 3b (500 mg, 2 mmol) was dissolved in 8 mL of methylamine solution (20% to 30%) was added in a 20 mL sealed tube. After stirring at 60° C. for 6 hours, the reaction mixture was concentrated under reduced pressure to obtain the crude N-methyl-3-(trifluoromethyl)-5,6,7,8-tetrahydro imidazo[1,5-a]pyrazine-1-carboxamide 13a (498 mg) as a white solid. The product was used directly in the next reaction without purificatio... Reactants: C[C@]12CC[C@H]3[C@H]([C@@H]1CC[C@@H]2C(=O)NC(C)(C)C)CC[C@@H]4[C@@]3(C=CC(=O)N4)C (finasteride), [3H]finasteride, C=1N=C(C2=C(N1)N(C=N2)[C@H]3[C@@H]([C@@H]([C@H](O3)COP(=O)(O)OP(=O)(O)OC[C@@H]4[C@H]([C@H]([C@@H](O4)N5C=CCC(=C5)C(=O)N)O)O)O)OP(=O)(O)O)N (NADPH), C1COCCN1CCCS(=O)(=O)O (MOPS), C([C@@H]1[C@H]([C@@H]([C@H]([C@H](O1)O[C@]2([C@H]([C@@H]([C@H](O2)CO)O)O)CO)O)O)O)O (sucrose), C(CN(CC(=O)O)CC(=O)O)N(CC(=O)O)CC(=O)O (EDTA). Run at time 45 minute. Product: C[C@]12CC[C@H]3[C@H]([C@@H]1CC[C@@H]2C(=O)NC(C)(C)C)CC[C@@H]4[C@@]3(CCC(=O)N4)C (Dihydrofinasteride). Reaction SMILES: [CH3:1][C@@:2]12[C@@H:10]([C:11]([NH:13][C:14]([CH3:17])([CH3:16])[CH3:15])=[O:12])[CH2:9][CH2:8][C@H:7]1[C@@H:6]1[CH2:18][CH2:19][C@H:20]3[NH:26][C:24](=[O:25])[CH:23]=[CH:22][C@:21]3([CH3:27])[C@H:5]1[CH2:4][CH2:3]2.C1N=C(N)C2N=CN([C@@H]3O[C@H](COP(OP(OC[C@H]4O[C@@H](N5C=C(C(N)=O)CC=C5)[C@H](O)[C@@H]4O)(O)=O)(O)=O)[C@@H](O)[C@H]3OP(O)(O)=O)C=2N=1.C1N(CCCS(O)(=O)=O)CCOC1.C(O)[C@H]1O[C@H](O[C@]2(CO)O[C@H](CO)[C@@H](O)[C@@H]2O)[C@H](O)[C@@H](O)[C@@H]1O.C(N(CC(O)=O)CC(O)=O)CN(CC(O)=O)CC(O)=O>>[CH3:1][C@@:2]12[C@@H:10]([C:11]([NH:13][C:14]([CH3:15])([CH3:16])[CH3:17])=[O:12])[CH2:9][CH2:8][C@H:7]1[C@@H:6]1[CH2:18][CH2:19][C@H:20]3[NH:26][C:24](=[O:25])[CH2:23][CH2:22][C@:21]3([CH3:27])[C@H:5]1[CH2:4][CH2:3]2. Procedure: To obtain sufficient transformed inhibitor for mass spectral analysis, a preparation of baculovirus-expressed enzyme was employed that consisted of all protein sedimenting between 1,000 to 100,000×g. The enzyme-[3H]finasteride complex was formed in a solution containing 1.39 μM enzyme (41,000 units, 141 mg protein), 1.14 μM unlabeled finasteride (15.0 nmol), 0.0113 uM tracer [3H]finasteride (1.56 μCi), and 573 μM NADPH, in a buffer composed of 0.1M MOPS, 1M sucrose, and 10 mM EDTA at pH 7.20 in ... The reactants are O=C([O-])[O-], CCc1ccc(C)nc1, CC(=O)OC(C)=O, CC(=O)O, O=[Cr](=O)(O)O, [Na+], [Na+], O, O=S(=O)(O)O. Yields the product CC(=O)c1ccc(C)nc1. RXN SMILES: [C:22](=[O:23])([O-:24])[O-:25].[CH2:1]([CH3:2])[c:3]1[cH:4][cH:5][c:6]([CH3:9])[n:7][cH:8]1.[CH3:15][C:16]([O:17][C:18](=[O:19])[CH3:20])=[O:21].[CH3:34][C:35](=[O:36])[OH:37].[Cr:28]([OH:29])([OH:30])(=[O:31])=[O:32].[Na+:26].[Na+:27].[OH2:33].[S:10]([OH:11])(=[O:12])(=[O:13])[OH:14]>>[C:1]([CH3:2])([c:3]1[cH:4][cH:5][c:6]([CH3:9])[n:7][cH:8]1)=[O:11]. The reactants are C(C1=CC=CC=C1)OC=1C=C2C=3C=C(C=CC3NC2=CC1)NC (6-(Benzyloxy)-N-methyl-9H-carbazol-3-amine). The reagents and catalysts are C(C)(=O)O (acetic acid), [Pd] (Pd/C). The solvent is CO (MeOH). Conditions: time 1.5 hour. The product is CNC=1C=C2C=3C=C(C=CC3NC2=CC1)O (6-(Methylamino)-9H-carbazol-3-ol). Yield: 100.3%. Reaction SMILES: C([O:8][C:9]1[CH:10]=[C:11]2[C:19](=[CH:20][CH:21]=1)[NH:18][C:17]1[CH:16]=[CH:15][C:14]([NH:22][CH3:23])=[CH:13][C:12]2=1)C1C=CC=CC=1>C(O)(=O)C.CO.[Pd]>[CH3:23][NH:22][C:14]1[CH:13]=[C:12]2[C:17](=[CH:16][CH:15]=1)[NH:18][C:19]1[CH:20]=[CH:21][C:9]([OH:8])=[CH:10][C:11]2=1. Procedure: A mixture of 6-(benzyloxy)-N-methyl-9H-carbazol-3-amine 4 (93 mg, 0.31 mmol), Pd/C (10 mg) and acetic acid (10 drops) in MeOH (10 mL) was hydrogenated at room temperature for 1.5 hrs. It was passed through a short Celite pad. The filtrate was concentrated in vacuo to give the desired product 5 (66 mg). It was used directly in the next step without any further purification. MS: m/z=213 (M+H+)+.